From a dataset of the Open Reaction Database (ORD), a public repository of structured organic reaction records. describe an organic reaction: reactants, conditions, products, and yield The reactants are BrCC=1C=C(C(=O)OC)C=CC1 (methyl 3-(bromomethyl)benzoate), C(C)(C)(C)OP(=O)(OC(C)(C)C)[O-].C(CCC)[N+](CCCC)(CCCC)CCCC (tetrabutylammonium di-tert-butyl phosphate), 46A, O.CO (H2O MeOH), C(=O)(C(F)(F)F)O (TFA). The solvent is CCOCC (ether), CN(C)C=O (DMF). Reaction conditions: time 1.5 hour. Yields the product C(C)(C)(C)OP(=O)(OC(C)(C)C)OCC=1C=C(C(=O)OC)C=CC1 (Methyl 3-((di-tert-butoxyphosphoryloxy)methyl)benzoate). As a reaction SMILES: Br[CH2:2][C:3]1[CH:4]=[C:5]([CH:10]=[CH:11][CH:12]=1)[C:6]([O:8][CH3:9])=[O:7].[C:13]([O:17][P:18]([O-:25])([O:20][C:21]([CH3:24])([CH3:23])[CH3:22])=[O:19])([CH3:16])([CH3:15])[CH3:14].C([N+](CCCC)(CCCC)CCCC)CCC.O.CO.C(O)(C(F)(F)F)=O>CN(C=O)C.CCOCC>[C:21]([O:20][P:18]([O:25][CH2:2][C:3]1[CH:4]=[C:5]([CH:10]=[CH:11][CH:12]=1)[C:6]([O:8][CH3:9])=[O:7])([O:17][C:13]([CH3:16])([CH3:15])[CH3:14])=[O:19])([CH3:24])([CH3:23])[CH3:22] |f:1.2,3.4|. Procedure: To a stirred mixture of methyl 3-(bromomethyl)benzoate (1.08 g, 4.71 mmol) in DMF (20 mL) was added tetrabutylammonium di-tert-butyl phosphate (2.34 g, 5.19 mmol). The mixture was stirred at room temperature for 1.5 h, then diluted with ether and washed sequentially with 10% LiCl solution and brine. The organic layers were dried over anhydrous magnesium sulfate, filtered and concentrated. The crude material was purified by flash chromatography (Teledyne ISCO CombiFlash 0% to 100% solvent A/B=hex... Reactants: ClC1=C(C=CC(=C1)NC1=NC=NC2=CC=CC(=C12)F)O (2-chloro-4-[(5-fluoroquinazolin-4-yl)amino]phenol), N[C@@H](CO)C ((2R)-2-aminopropan-1-ol). Yields the product N[C@@H](COC1=C2C(=NC=NC2=CC=C1)NC1=CC(=C(C=C1)O)Cl)C (4-[(5-{[(2R)-2-aminopropyl]oxy}quinazolin-4-yl)amino]-2-chlorophenol). Isolated yield 100.0%. Reaction SMILES: [Cl:1][C:2]1[CH:7]=[C:6]([NH:8][C:9]2[C:18]3[C:13](=[CH:14][CH:15]=[CH:16][C:17]=3F)[N:12]=[CH:11][N:10]=2)[CH:5]=[CH:4][C:3]=1[OH:20].[NH2:21][C@H:22]([CH3:25])[CH2:23][OH:24]>>[NH2:21][C@H:22]([CH3:25])[CH2:23][O:24][C:17]1[CH:16]=[CH:15][CH:14]=[C:13]2[C:18]=1[C:9]([NH:8][C:6]1[CH:5]=[CH:4][C:3]([OH:20])=[C:2]([Cl:1])[CH:7]=1)=[N:10][CH:11]=[N:12]2. Procedure details: The procedure described in Example 3 (preparation of starting materials) was repeated using 2-chloro-4-[(5-fluoroquinazolin-4-yl)amino]phenol (obtained as described in Example 4.5, preparation of starting materials) and (2R)-2-aminopropan-1-ol to give 4-[(5-{[(2R)-2-aminopropyl]oxy}quinazolin-4-yl)amino]-2-chlorophenol in 100% yield; NMR spectrum (DMSO-d6) 1.16 (d, 3H), 3.29-3.44 (m, 1H), 3.98 (dd, 1H), 4.22 (dd, 1H), 6.96 (d, 1H), 7.09 (d, 1H), 7.30 (d, 1H), 7.58 (dd, 1H), 7.69 (t, 1H), 8.10 (d...